From a dataset of the Open Reaction Database (ORD), a public repository of structured organic reaction records. describe an organic reaction: reactants, conditions, products, and yield Reactants: N#Cc1ccc(C(=O)O)nc1, CC1(c2cc(N)cc(F)c2F)N=C(N)OCC1(F)F. The product is CC1(c2cc(NC(=O)c3ccc(C#N)cn3)cc(F)c2F)N=C(N)OCC1(F)F. As a reaction SMILES: [C:20](#[N:21])[c:22]1[cH:23][cH:24][c:25]([C:28](=[O:29])[OH:30])[n:26][cH:27]1.[NH2:1][c:2]1[cH:3][c:4]([F:19])[c:5]([F:18])[c:6]([C:8]2([CH3:17])[N:9]=[C:10]([NH2:16])[O:11][CH2:12][C:13]2([F:14])[F:15])[cH:7]1>>[NH:1]([c:2]1[cH:3][c:4]([F:19])[c:5]([F:18])[c:6]([C:8]2([CH3:17])[N:9]=[C:10]([NH2:16])[O:11][CH2:12][C:13]2([F:14])[F:15])[cH:7]1)[C:28]([c:25]1[cH:24][cH:23][c:22]([C:20]#[N:21])[cH:27][n:26]1)=[O:29]. Starting materials: C1CCOC1, CCOC(=O)C(CC(C)C)NC(=O)CCCCCBr, CI, [H-], [Na+]. Yields the product CCOC(=O)C(CC(C)C)N(C)C(=O)CCCCCBr. Reaction SMILES: [CH2:24]1[O:25][CH2:26][CH2:27][CH2:28]1.[CH2:3]([CH3:4])[O:5][C:6]([CH:7]([NH:8][C:9]([CH2:10][CH2:11][CH2:12][CH2:13][CH2:14][Br:15])=[O:16])[CH2:17][CH:18]([CH3:19])[CH3:20])=[O:21].[CH3:22][I:23].[H-:1].[Na+:2]>>[CH2:3]([CH3:4])[O:5][C:6]([CH:7]([N:8]([C:9]([CH2:10][CH2:11][CH2:12][CH2:13][CH2:14][Br:15])=[O:16])[CH3:22])[CH2:17][CH:18]([CH3:19])[CH3:20])=[O:21]. As a reaction SMILES: [Br:12][C:13]([Br:14])([Br:15])[Br:16].[CH2:36]1[O:37][CH2:38][CH2:39][CH2:40]1.[Cl:1][c:2]1[cH:3][cH:4][cH:5][c:6]([CH:8]([CH2:9][CH3:10])[OH:11])[n:7]1.[c:17]1([P:18]([c:19]2[cH:20][cH:21][cH:22][cH:23][cH:24]2)[c:25]2[cH:26][cH:27][cH:28][cH:29][cH:30]2)[cH:31][cH:32][cH:33][cH:34][cH:35]1>>[Cl:1][c:2]1[cH:3][cH:4][cH:5][c:6]([CH:8]([CH2:9][CH3:10])[Br:12])[n:7]1. The reactants are BrC(Br)(Br)Br, C1CCOC1, CCC(O)c1cccc(Cl)n1, c1ccc(P(c2ccccc2)c2ccccc2)cc1. Product: CCC(Br)c1cccc(Cl)n1. Yield: 91.0%. Procedure: To dimethoxyethane (100 mL) were added 4-chlorobenzyl bromide (4.1 g), 4-chlorobenzoyl chloride (2.56 mL), bis(triphenylphosphine)palladium dichloride (702 mg) and zinc powder (2.6 g), and the mixture was stirred for 2 hours under nitrogen atmosphere. The reaction mixture was filtered and the filtrate was concentrated in vacuo and extracted with ethyl acetate. The organic layer was washed with brine, dried over magnesium sulfate and filtered. The filtrate was concentrated in vacuo, and the resul... Conditions: time 2 hour. RXN SMILES: [Cl:1][C:2]1[CH:9]=[CH:8][C:5](CBr)=[CH:4][CH:3]=1.[Cl:10][C:11]1[CH:19]=[CH:18][C:14](C(Cl)=O)=[CH:13][CH:12]=1.[CH2:20]([CH2:23][O:24]C)OC>Cl[Pd](Cl)([P](C1C=CC=CC=1)(C1C=CC=CC=1)C1C=CC=CC=1)[P](C1C=CC=CC=1)(C1C=CC=CC=1)C1C=CC=CC=1.[Zn]>[Cl:10][C:11]1[CH:19]=[CH:18][CH:14]=[CH:13][C:12]=1[CH2:20][C:23]([C:5]1[CH:4]=[CH:3][C:2]([Cl:1])=[CH:9][CH:8]=1)=[O:24] |^1:28,47|. Yields the product ClC1=C(CC(=O)C2=CC=C(C=C2)Cl)C=CC=C1 ((2-chlorobenzyl)(4-chlorophenyl)-methanone). Reagents/catalysts: Cl[Pd]([P](C1=CC=CC=C1)(C2=CC=CC=C2)C3=CC=CC=C3)([P](C4=CC=CC=C4)(C5=CC=CC=C5)C6=CC=CC=C6)Cl (bis(triphenylphosphine)palladium dichloride), [Zn] (zinc). The reactants are ClC1=CC=C(CBr)C=C1 (4-chlorobenzyl bromide), ClC1=CC=C(C(=O)Cl)C=C1 (4-chlorobenzoyl chloride), C(OC)COC (dimethoxyethane). Reactants: C(C(C)C)C=1C=C(C=CC1OCC1=NC2=CC=CC=C2C=C1)CC(=O)OC (methyl 2-[3-isobutyl-4-(quinolin-2-yl-methoxy)phenyl]acetate), C1(CCCCCC1)Br (cycloheptyl bromide), potassium tertiary butylate. Product: C(C(C)C)C=1C=C(C=CC1OCC1=NC2=CC=CC=C2C=C1)C(C(=O)OC)C1CCCCCC1 (Methyl 2-[3-isobutyl-4-(quinolin-2-yl-methoxy)phenyl]-2-cycloheptylacetate). As a reaction SMILES: [CH2:1]([C:5]1[CH:6]=[C:7]([CH2:23][C:24]([O:26][CH3:27])=[O:25])[CH:8]=[CH:9][C:10]=1[O:11][CH2:12][C:13]1[CH:22]=[CH:21][C:20]2[C:15](=[CH:16][CH:17]=[CH:18][CH:19]=2)[N:14]=1)[CH:2]([CH3:4])[CH3:3].[CH:28]1(Br)[CH2:34][CH2:33][CH2:32][CH2:31][CH2:30][CH2:29]1>>[CH2:1]([C:5]1[CH:6]=[C:7]([CH:23]([CH:28]2[CH2:34][CH2:33][CH2:32][CH2:31][CH2:30][CH2:29]2)[C:24]([O:26][CH3:27])=[O:25])[CH:8]=[CH:9][C:10]=1[O:11][CH2:12][C:13]1[CH:22]=[CH:21][C:20]2[C:15](=[CH:16][CH:17]=[CH:18][CH:19]=2)[N:14]=1)[CH:2]([CH3:4])[CH3:3]. Procedure details: 10 g (0.0275 mol) of methyl 2-[3-isobutyl-4-(quinolin-2-yl-methoxy)phenyl]acetate are reacted, in analogy to the procedure of Example 1, with 10.04 g (0.055 mol) of cycloheptyl bromide and 6.17 g (0.055 mol) of potassium tertiary butylate to give the title compound. Reactants: O=C([O-])[O-], CN(C)C=O, CN1CCC(Cl)CC1, Fc1ccccc1S, [K+], [K+]. Yields the product CN1CCC(Sc2ccccc2F)CC1. RXN SMILES: [C:17](=[O:18])([O-:19])[O-:20].[CH3:23][N:24]([CH3:25])[CH:26]=[O:27].[Cl:1][CH:2]1[CH2:3][CH2:4][N:5]([CH3:8])[CH2:6][CH2:7]1.[F:9][c:10]1[c:11]([SH:16])[cH:12][cH:13][cH:14][cH:15]1.[K+:21].[K+:22]>>[CH:2]1([S:16][c:11]2[c:10]([F:9])[cH:15][cH:14][cH:13][cH:12]2)[CH2:3][CH2:4][N:5]([CH3:8])[CH2:6][CH2:7]1.